From a dataset of the Open Reaction Database (ORD), a public repository of structured organic reaction records. describe an organic reaction: reactants, conditions, products, and yield Yield: 30.0%. Procedure details: To a solution of 1.0 g of 3-chloro-2-(2-formyl-1H-pyrrol-1-yl)pyridine in 15 ml of N,N-dimethylformamide was added 0.68 g of N-chlorosuccinimide. The resulting mixture was stirred at 50° C. for 2 days. Water was poured into the reaction mixture, and the mixture was extracted with ethyl acetate two times. The organic layers were combined, washed successively with water and an aqueous saturated sodium chloride solution, dried over anhydrous magnesium sulfate, and concentrated under reduced pressur... Starting materials: ClC=1C(=NC=CC1)N1C(=CC=C1)C=O (3-chloro-2-(2-formyl-1H-pyrrol-1-yl)pyridine), ClN1C(CCC1=O)=O (N-chlorosuccinimide), O (Water). Conditions: temperature 50 celsius, time 2 day. Product: ClC=1C=C(N(C1)C1=NC=CC=C1Cl)C=O (4-chloro-1-(3-chloro-2-pyridinyl)-1H-pyrrole-2-carbaldehyde). Run in CN(C=O)C (N,N-dimethylformamide). As a reaction SMILES: [Cl:1][C:2]1[C:3]([N:8]2[CH:12]=[CH:11][CH:10]=[C:9]2[CH:13]=[O:14])=[N:4][CH:5]=[CH:6][CH:7]=1.[Cl:15]N1C(=O)CCC1=O.O>CN(C)C=O>[Cl:15][C:11]1[CH:10]=[C:9]([CH:13]=[O:14])[N:8]([C:3]2[C:2]([Cl:1])=[CH:7][CH:6]=[CH:5][N:4]=2)[CH:12]=1. The reactants are C(C)(=O)OCC (ethyl acetate), NC1=C(C(=NN1)C)C#N (5-amino-3-methyl-1H-pyrazole-4-carbonitrile), CN(C=CC(=O)C=1C=CC(=C(C1)N(S(=O)(=O)C)C)F)C (N-[5-(3-dimethylamino-acryloyl)-2-fluoro-phenyl]-N-methyl-methanesulfonamide). Solvent: C(C)(=O)O (acetic acid). Yields the product FC1=C(C=C(C=C1)C1=CC=NC=2N1N=C(C2C#N)C)N(S(=O)(=O)C)C (N-{2-fluoro-5-[3-cyano-2-methyl-pyrazolo[1,5-a]pyrimidin-7-yl]-phenyl}-N-methyl-methanesulfonamide). The yield is 55.7%. RXN SMILES: [NH2:1][C:2]1[NH:6][N:5]=[C:4]([CH3:7])[C:3]=1[C:8]#[N:9].CN(C)[CH:12]=[CH:13][C:14]([C:16]1[CH:17]=[CH:18][C:19]([F:28])=[C:20]([N:22]([CH3:27])[S:23]([CH3:26])(=[O:25])=[O:24])[CH:21]=1)=O.C(OCC)(=O)C>C(O)(=O)C>[F:28][C:19]1[CH:18]=[CH:17][C:16]([C:14]2[N:6]3[N:5]=[C:4]([CH3:7])[C:3]([C:8]#[N:9])=[C:2]3[N:1]=[CH:12][CH:13]=2)=[CH:21][C:20]=1[N:22]([CH3:27])[S:23]([CH3:26])(=[O:25])=[O:24]. Reported procedure: A mixture of 0.041 g (0.33 mmol) of 5-amino-3-methyl-1H-pyrazole-4-carbonitrile and 0.1 g (0.33 mmol) of N-[5-(3-dimethylamino-acryloyl)-2-fluoro-phenyl]-N-methyl-methanesulfonamide in 10 mL of glacial acetic acid was refluxed for 2.5 hours and then the solvent was removed by reduced pressure distillation. To the resulting residue were added 15 mL of dichloromethane and 10 mL of saturated sodium bicarbonate solution. The two layers were separated, and the aqueous layer was washed with 10 mL of d... Reactants: NC=1C=C(C=CC1C(C(=O)OCC)O)C1=CC=CC=C1 (ethyl 3-amino-4-biphenylylglycolate), OC1=CC=C(C=C1)C1=CC=C(C=C1)C(C(=O)O)O (4'-hydroxy-4-biphenylylglycolic acid), NC1=CC=C(C=C1)C1=CC=C(C=C1)C(C(=O)OCC)O (ethyl 4'-amino-4-biphenylylglycolate), OC=1C=C(C=CC1C(C(=O)O)O)C1=CC=CC=C1 (3-hydroxy-4-biphenylylglycolic acid). Yields the product OC1=C(C=CC=C1)C1=CC=C(C=C1)C(C(=O)O)O (2'-Hydroxy-4-biphenylylglycolic acid). Reaction SMILES: N[C:2]1[CH:3]=[C:4]([C:15]2[CH:20]=[CH:19][CH:18]=[CH:17][CH:16]=2)[CH:5]=[CH:6][C:7]=1[CH:8]([OH:14])[C:9]([O:11]CC)=[O:10].NC1C=CC(C2C=CC(C(O)C(OCC)=[O:36])=CC=2)=CC=1.OC1C=C(C2C=CC=CC=2)C=CC=1C(O)C(O)=O.OC1C=CC(C2C=CC(C(O)C(O)=O)=CC=2)=CC=1>>[OH:36][C:16]1[CH:17]=[CH:18][CH:19]=[CH:20][C:15]=1[C:4]1[CH:5]=[CH:6][C:7]([CH:8]([OH:14])[C:9]([OH:11])=[O:10])=[CH:2][CH:3]=1. Procedure details: When ethyl 3-amino-4-biphenylylglycolate or ethyl 4'-amino-4-biphenylylglycolate are used in the above procedure then the product prepared is 3-hydroxy-4-biphenylylglycolic acid or 4'-hydroxy-4-biphenylylglycolic acid. The reactants are CCN(C(=O)C1CCN(C(C)=O)CC1)c1cccc(C(C)=O)c1, CC(=O)O[BH-](OC(C)=O)OC(C)=O, O=C([O-])O, CC(C)O[Ti+](OC(C)C)OC(C)C, [Cl-], Nc1ccccc1Oc1ccc(Cl)cc1, ClCCl, [Na+], [Na+]. The product is CCN(C(=O)C1CCN(C(C)=O)CC1)c1cccc(C(C)Nc2ccccc2Oc2ccc(Cl)cc2)c1. As a reaction SMILES: [C:16]([CH3:17])(=[O:18])[N:19]1[CH2:20][CH2:21][CH:22]([C:25](=[O:26])[N:27]([CH2:28][CH3:29])[c:30]2[cH:31][c:32]([C:36]([CH3:37])=[O:38])[cH:33][cH:34][cH:35]2)[CH2:23][CH2:24]1.[C:39]([O:40][BH-:41]([O:42][C:43](=[O:44])[CH3:45])[O:46][C:47](=[O:48])[CH3:49])(=[O:50])[CH3:51].[C:53](=[O:54])([OH:55])[O-:56].[CH:62]([O:63][Ti+:64]([O:65][CH:66]([CH3:67])[CH3:68])[O:69][CH:70]([CH3:71])[CH3:72])([CH3:73])[CH3:74].[Cl-:61].[Cl:1][c:2]1[cH:3][cH:4][c:5]([O:6][c:7]2[c:8]([NH2:9])[cH:10][cH:11][cH:12][cH:13]2)[cH:14][cH:15]1.[Cl:58][CH2:59][Cl:60].[Na+:52].[Na+:57]>>[Cl:1][c:2]1[cH:3][cH:4][c:5]([O:6][c:7]2[c:8]([NH:9][CH:36]([c:32]3[cH:31][c:30]([N:27]([C:25]([CH:22]4[CH2:21][CH2:20][N:19]([C:16]([CH3:17])=[O:18])[CH2:24][CH2:23]4)=[O:26])[CH2:28][CH3:29])[cH:35][cH:34][cH:33]3)[CH3:37])[cH:10][cH:11][cH:12][cH:13]2)[cH:14][cH:15]1. Reactants: Br (hydrobromic acid), C(C1=CC=CC=C1)OC(=O)N[C@@H](CC1=CNC2=CC=CC=C12)C(=O)N[C@@H](CCSC)C(=O)N[C@@H](CC(O)=O)C(=O)NC(CCC)C(=O)N (N-benzyloxycarbonyl-L-tryptophanyl-L-methionyl-L-aspartyl-DL-norvaline amide). The product is Br.N[C@@H](CC1=CNC2=CC=CC=C12)C(=O)N[C@@H](CCSC)C(=O)N[C@@H](CC(O)=O)C(=O)NC(CCC)C(=O)N (L-tryptophanyl-L-methionyl-L-aspartyl-DL-norvaline amide hydrobromide). Reaction SMILES: C(OC([NH:11][C@H:12]([C:23]([NH:25][C@H:26]([C:31]([NH:33][C@H:34]([C:39]([NH:41][CH:42]([C:46]([NH2:48])=[O:47])[CH2:43][CH2:44][CH3:45])=[O:40])[CH2:35][C:36](=[O:38])[OH:37])=[O:32])[CH2:27][CH2:28][S:29][CH3:30])=[O:24])[CH2:13][C:14]1[C:22]2[C:17](=[CH:18][CH:19]=[CH:20][CH:21]=2)[NH:16][CH:15]=1)=O)C1C=CC=CC=1.[BrH:49]>C(O)(=O)C.CSCC>[BrH:49].[NH2:11][C@H:12]([C:23]([NH:25][C@H:26]([C:31]([NH:33][C@H:34]([C:39]([NH:41][CH:42]([C:46]([NH2:48])=[O:47])[CH2:43][CH2:44][CH3:45])=[O:40])[CH2:35][C:36](=[O:37])[OH:38])=[O:32])[CH2:27][CH2:28][S:29][CH3:30])=[O:24])[CH2:13][C:14]1[C:22]2[C:17](=[CH:18][CH:19]=[CH:20][CH:21]=2)[NH:16][CH:15]=1 |f:4.5|. Run at time 1 hour. Reported procedure: N-benzyloxycarbonyl-L-tryptophanyl-L-methionyl-L-aspartyl-DL-norvaline amide is dissolved in 10 parts glacial acetic acid containing 2 parts methylethyl sulfide. Then, 10 parts of 6 M hydrobromic acid in acetic acid is added and the solution is allowed to stand for one hour at room temperature. The solvents are removed under vacuum below 40° C. and the residue shaken with ether to afford L-tryptophanyl-L-methionyl-L-aspartyl-DL-norvaline amide hydrobromide. This compound is represented by the fo... The solvent is C(C)(=O)O (acetic acid), C(C)(=O)O (acetic acid), CSCC (methylethyl sulfide). Reactants: step-ii, FC=1C=C(CN2N=CC(=C2)B2OC(C(O2)(C)C)(C)C)C=CC1 (1-(3-fluorobenzyl)-4-(4,4,5,5-tetramethyl-1,3,2-dioxaborolan-2-yl)-1H-pyrazole), FC=1C=C(CN2N=CC(=C2)B2OC(C(O2)(C)C)(C)C)C=CC1 (1-(3-fluorobenzyl)-4-(4,4,5,5-tetramethyl-1,3,2-dioxaborolan-2-yl)-1H-pyrazole), IC1=CN(C2=NC=C(C=C21)C2=C(C=C(C=C2)N2CCN(CC2)C(=O)OC(C)(C)C)OC)S(=O)(=O)C2=CC=C(C)C=C2 (tert-butyl 4-(4-(3-iodo-1-tosyl-1H-pyrrolo[2,3-b]pyridin-5-yl)-3-methoxyphenyl)piperazine-1-carboxylate), IC1=CN(C2=NC=C(C=C21)C2=C(C=C(C=C2)N2CCN(CC2)C(=O)OC(C)(C)C)OC)S(=O)(=O)C2=CC=C(C)C=C2 (tert-butyl 4-(4-(3-iodo-1-tosyl-1H-pyrrolo[2,3-b]pyridin-5-yl)-3-methoxyphenyl)piperazine-1-carboxylate), C([O-])([O-])=O.[Na+].[Na+] (sodium carbonate). Reagents/catalysts: C1=CC=C(C=C1)P([C-]2C=CC=C2)C3=CC=CC=C3.C1=CC=C(C=C1)P([C-]2C=CC=C2)C3=CC=CC=C3.Cl[Pd]Cl.[Fe+2] (Pd(dppf)Cl2). Run in C1(=CC=CC=C1)C.C(C)O.O (toluene ethanol water). Yields the product FC=1C=C(CN2N=CC(=C2)C2=CN(C3=NC=C(C=C32)C3=C(C=C(C=C3)N3CCN(CC3)C(=O)OC(C)(C)C)OC)S(=O)(=O)C3=CC=C(C)C=C3)C=CC1 (tert-butyl 4-(4-(3-(1-(3-fluorobenzyl)-1H-pyrazol-4-yl)-1-tosyl-1H-pyrrolo[2,3-b]pyridin-5-yl)-3-methoxyphenyl)piperazine-1-carboxylate). Yield: 686.4%. As a reaction SMILES: I[C:2]1[C:10]2[C:5](=[N:6][CH:7]=[C:8]([C:11]3[CH:16]=[CH:15][C:14]([N:17]4[CH2:22][CH2:21][N:20]([C:23]([O:25][C:26]([CH3:29])([CH3:28])[CH3:27])=[O:24])[CH2:19][CH2:18]4)=[CH:13][C:12]=3[O:30][CH3:31])[CH:9]=2)[N:4]([S:32]([C:35]2[CH:41]=[CH:40][C:38]([CH3:39])=[CH:37][CH:36]=2)(=[O:34])=[O:33])[CH:3]=1.[F:42][C:43]1[CH:44]=[C:45]([CH:61]=[CH:62][CH:63]=1)[CH2:46][N:47]1[CH:51]=[C:50](B2OC(C)(C)C(C)(C)O2)[CH:49]=[N:48]1.C(=O)([O-])[O-].[Na+].[Na+]>C1(C)C=CC=CC=1.C(O)C.O.C1C=CC(P(C2C=CC=CC=2)[C-]2C=CC=C2)=CC=1.C1C=CC(P(C2C=CC=CC=2)[C-]2C=CC=C2)=CC=1.Cl[Pd]Cl.[Fe+2]>[F:42][C:43]1[CH:44]=[C:45]([CH:61]=[CH:62][CH:63]=1)[CH2:46][N:47]1[CH:51]=[C:50]([C:2]2[C:10]3[C:5](=[N:6][CH:7]=[C:8]([C:11]4[CH:16]=[CH:15][C:14]([N:17]5[CH2:22][CH2:21][N:20]([C:23]([O:25][C:26]([CH3:29])([CH3:28])[CH3:27])=[O:24])[CH2:19][CH2:18]5)=[CH:13][C:12]=4[O:30][CH3:31])[CH:9]=3)[N:4]([S:32]([C:35]3[CH:41]=[CH:40][C:38]([CH3:39])=[CH:37][CH:36]=3)(=[O:34])=[O:33])[CH:3]=2)[CH:49]=[N:48]1 |f:2.3.4,5.6.7,8.9.10.11|. Procedure details: Using similar reaction conditions as described in step-ii of example-1, tert-butyl 4-(4-(3-iodo-1-tosyl-1H-pyrrolo[2,3-b]pyridin-5-yl)-3-methoxyphenyl)piperazine-1-carboxylate (intermediate 52) (300 mg, 0.0435 mmol) was coupled with 1-(3-fluorobenzyl)-4-(4,4,5,5-tetramethyl-1,3,2-dioxaborolan-2-yl)-1H-pyrazole (intermediate 11) (145 mg, 0.479 mmol) using sodium carbonate (138 mg, 1.307 mmol) and Pd(dppf)Cl2 (16 mg, 0.0217 mmol) in toluene/ethanol/water (6/6/3 ml) to afford 220 mg (62.0% yield) o... The reactants are CC1(c2ccc3c(C(F)(F)F)c(OC4CCC(C(F)(F)F)CC4)ccc3c2)COC(=O)N1, CC(N)(CO)c1ccc2cc(OC3CCC(C(F)(F)F)CC3)ccc2c1. The product is CC(N)(CO)c1ccc2c(C(F)(F)F)c(OC3CCC(C(F)(F)F)CC3)ccc2c1. Reaction SMILES: [CH3:27][C:28]1([c:34]2[cH:35][c:36]3[cH:37][cH:38][c:39]([O:48][CH:49]4[CH2:50][CH2:51][CH:52]([C:55]([F:56])([F:57])[F:58])[CH2:53][CH2:54]4)[c:40]([C:44]([F:45])([F:46])[F:47])[c:41]3[cH:42][cH:43]2)[NH:29][C:30](=[O:33])[O:31][CH2:32]1.[NH2:1][C:2]([c:3]1[cH:4][cH:5][c:6]2[c:7]([cH:8][cH:9][c:10]([O:11][CH:12]3[CH2:13][CH2:14][CH:15]([C:16]([F:17])([F:18])[F:19])[CH2:20][CH2:21]3)[cH:22]2)[cH:23]1)([CH3:24])[CH2:25][OH:26]>>[CH3:27][C:28]([NH2:29])([CH2:32][OH:31])[c:34]1[cH:35][c:36]2[cH:37][cH:38][c:39]([O:48][CH:49]3[CH2:50][CH2:51][CH:52]([C:55]([F:56])([F:57])[F:58])[CH2:53][CH2:54]3)[c:40]([C:44]([F:45])([F:46])[F:47])[c:41]2[cH:42][cH:43]1. The reactants are C1CCOC1, CNCc1csc(C(C)C)n1, Cc1ccccc1, CC(C)C(NC(=O)Oc1ccccc1)C(=O)O. The product is CC(C)c1nc(CN(C)C(=O)NC(C(=O)O)C(C)C)cs1. As a reaction SMILES: [CH2:29]1[O:30][CH2:31][CH2:32][CH2:33]1.[CH3:1][NH:2][CH2:3][c:4]1[n:5][c:6]([CH:9]([CH3:10])[CH3:11])[s:7][cH:8]1.[CH3:34][c:35]1[cH:36][cH:37][cH:38][cH:39][cH:40]1.[O:12]([c:14]1[cH:15][cH:16][cH:17][cH:18][cH:20]1)[C:19](=[O:13])[NH:21][CH:22]([CH:23]([CH3:24])[CH3:25])[C:26](=[O:27])[OH:28]>>[CH3:1][N:2]([CH2:3][c:4]1[n:5][c:6]([CH:9]([CH3:10])[CH3:11])[s:7][cH:8]1)[C:19](=[O:12])[NH:21][CH:22]([CH:23]([CH3:24])[CH3:25])[C:26](=[O:27])[OH:28].